Dataset: the Open Reaction Database (ORD), a public repository of structured organic reaction records. Task: describe an organic reaction: reactants, conditions, products, and yield Reactants: Cl.COC(CCCCCCN)=O (7-amino-heptanoic acid methyl ester hydrochloride), N1(C=NC=C1)C1=CC=C(C=O)C=C1 (4-imidazol-1-yl-benzaldehyde). Run in CO (MeOH). The product is COC(CCCCCCNCC1=CC=C(C=C1)N1C=NC=C1)=O (7-(4-Imidazol-1-yl-benzylamino)-heptanoic acid methyl ester). Reaction SMILES: Cl.[CH3:2][O:3][C:4](=[O:12])[CH2:5][CH2:6][CH2:7][CH2:8][CH2:9][CH2:10][NH2:11].[N:13]1([C:18]2[CH:25]=[CH:24][C:21]([CH:22]=O)=[CH:20][CH:19]=2)[CH:17]=[CH:16][N:15]=[CH:14]1>CO>[CH3:2][O:3][C:4](=[O:12])[CH2:5][CH2:6][CH2:7][CH2:8][CH2:9][CH2:10][NH:11][CH2:22][C:21]1[CH:20]=[CH:19][C:18]([N:13]2[CH:17]=[CH:16][N:15]=[CH:14]2)=[CH:25][CH:24]=1 |f:0.1|. Reported procedure: The title compound of Step A was prepared from 7-amino-heptanoic acid methyl ester hydrochloride, of Preparation 1, and 4-imidazol-1-yl-benzaldehyde, of Preparation 43, using the method described in Example 1, Step A except that the mine was formed in MeOH with a reaction time of 1h. 1H NMR (400 MHz, CDCl3) δ 7.82 (m, 1H), 7.43 (d, 2H), 7.33 (d, 2H), 7.25 (m, 1H), 7.18 (m, 1H), 3.82 (s, 2H), 3.65 (s, 3H), 2.62 (t, 2H), 2.29 (t, 2H), 1.61 (m, 2H), 1.52 (m, 2H), 1.33 (m, 4H). Starting materials: C(CCC)C1=NC2=C(N1CC1=CC=C(C=C1)C=1C(=CC=CC1)C(=O)[O-])C(=CC=C2C)O (4'-[(2-n-butyl-7-hydroxy-4-methyl-benzimidazol-1-yl)-methyl]biphenyl-2-carboxylate), C(CCC)(=O)Cl (butyric acid chloride). Run in N1=CC=CC=C1 (pyridine). The product is C(CCC)(=O)OC1=CC=C(C2=C1N(C(=N2)CCCC)CC2=CC=C(C=C2)C=2C(=CC=CC2)C(=O)O)C (4'-[(7-n-Butanoyloxy-2-n-butyl-4-methyl-benzimidazol-1-yl)-methyl]biphenyl-2-carboxylic acid). As a reaction SMILES: [CH2:1]([C:5]1[N:9]([CH2:10][C:11]2[CH:16]=[CH:15][C:14]([C:17]3[C:18]([C:23]([O-:25])=[O:24])=[CH:19][CH:20]=[CH:21][CH:22]=3)=[CH:13][CH:12]=2)[C:8]2[C:26]([OH:31])=[CH:27][CH:28]=[C:29]([CH3:30])[C:7]=2[N:6]=1)[CH2:2][CH2:3][CH3:4].[C:32](Cl)(=[O:36])[CH2:33][CH2:34][CH3:35]>N1C=CC=CC=1>[C:32]([O:31][C:26]1[C:8]2[N:9]([CH2:10][C:11]3[CH:12]=[CH:13][C:14]([C:17]4[C:18]([C:23]([OH:25])=[O:24])=[CH:19][CH:20]=[CH:21][CH:22]=4)=[CH:15][CH:16]=3)[C:5]([CH2:1][CH2:2][CH2:3][CH3:4])=[N:6][C:7]=2[C:29]([CH3:30])=[CH:28][CH:27]=1)(=[O:36])[CH2:33][CH2:34][CH3:35]. Reported procedure: Prepared in analogous manner to Example 60 from 4'-[(2-n-butyl-7-hydroxy-4-methyl-benzimidazol-1-yl)-methyl]biphenyl-2-carboxylate and butyric acid chloride in pyridine. Reactants: IC=1C=C2/C(/C(NC(C2=CC1)=O)=O)=C/NC1=CC=C(C=C1)N1CCNCC1 ((4Z)-6-Iodo-4-{[(4-piperazin-1-ylphenyl)amino]methylene}isoquinoline-1,3(2H,4H)-dione), C(C)(=O)O[BH-](OC(C)=O)OC(C)=O.[Na+] (sodium triacetoxyborohydride), OCC(C)=O (1-hydroxy-propan-2-one), C(C)(=O)O (acetic acid), C([O-])(O)=O.[Na+] (sodium bicarbonate). Solvent: CN1C(CCC1)=O (N-methylpyrrolidinone), C(Cl)Cl (methylene chloride), C(Cl)Cl (methylene chloride). Reaction conditions: time 40 minute. Product: C(C)N1CCN(CC1)C1=CC=C(C=C1)N\C=C\1/C(NC(C2=CC=C(C=C12)I)=O)=O ((4Z)-4-({[4-(4-ethylpiperazin-1-yl)phenyl]amino}methylene)-6-iodoisoquinoline-1,3(2H,4H)-dione). Isolated yield 75.6%. As a reaction SMILES: [I:1][C:2]1[CH:3]=[C:4]2[C:9](=[CH:10][CH:11]=1)[C:8](=[O:12])[NH:7][C:6](=[O:13])/[C:5]/2=[CH:14]\[NH:15][C:16]1[CH:21]=[CH:20][C:19]([N:22]2[CH2:27][CH2:26][NH:25][CH2:24][CH2:23]2)=[CH:18][CH:17]=1.[C:28](O[BH-](OC(=O)C)OC(=O)C)(=O)[CH3:29].[Na+].OCC(=O)C.C(O)(=O)C.C(=O)(O)[O-].[Na+]>CN1CCCC1=O.C(Cl)Cl>[CH2:28]([N:25]1[CH2:24][CH2:23][N:22]([C:19]2[CH:18]=[CH:17][C:16]([NH:15]/[CH:14]=[C:5]3\[C:6](=[O:13])[NH:7][C:8](=[O:12])[C:9]4[C:4]\3=[CH:3][C:2]([I:1])=[CH:11][CH:10]=4)=[CH:21][CH:20]=2)[CH2:27][CH2:26]1)[CH3:29] |f:1.2,5.6|. Reported procedure: (4Z)-6-Iodo-4-{[(4-piperazin-1-ylphenyl)amino]methylene}isoquinoline-1,3(2H,4H)-dione (47.4 mg, 0.1 mmol) is dissolved in N-methylpyrrolidinone (1 mL) and methylene chloride (0.3 mL), followed by addition of sodium triacetoxyborohydride (244 mg, 1.15 mmol), 1-hydroxy-propan-2-one (0.177 mL, 2.58 mmol) and acetic acid (0.15 mL, 2.6 mmol). After stirring at room temperature for 40 min, methylene chloride and saturated sodium bicarbonate solution were added. The organic layer is separated and dried... The reactants are CN(C(=C)OC)C (1-Dimethylamino-1-methoxyethylene), C(C1=CC=CC=C1)(C1=CC=CC=C1)OC(=O)C=1N2C(C(C2SCC1C)NC(=O)OC(C)(C)C)=O (2-benzhydryloxycarbonyl-7-t-butoxycarbonylamino-3-methyl-8-oxo-5-thia-1-azabicyclo[4.2.0]oct-2-ene). Run in CN(C=O)C (dimethylformamide). The product is C(C1=CC=CC=C1)(C1=CC=CC=C1)OC(=O)C=1N2C(C(C2SCC1C=C(C)N(C)C)NC(=O)OC(C)(C)C)=O (2-benzhydryloxycarbonyl-7-t-butoxycarbonylamino-3-(2-dimethylaminoprop-1-en-1-yl)-8-oxo-5-thia-1-azabicyclo[4.2.0]oct-2-ene). RXN SMILES: [CH3:1][N:2]([CH3:7])[C:3](OC)=[CH2:4].[CH:8]([O:21][C:22]([C:24]1[N:25]2[CH:28]([S:29][CH2:30][C:31]=1[CH3:32])[CH:27]([NH:33][C:34]([O:36][C:37]([CH3:40])([CH3:39])[CH3:38])=[O:35])[C:26]2=[O:41])=[O:23])([C:15]1[CH:20]=[CH:19][CH:18]=[CH:17][CH:16]=1)[C:9]1[CH:14]=[CH:13][CH:12]=[CH:11][CH:10]=1>CN(C)C=O>[CH:8]([O:21][C:22]([C:24]1[N:25]2[CH:28]([S:29][CH2:30][C:31]=1[CH:32]=[C:3]([N:2]([CH3:7])[CH3:1])[CH3:4])[CH:27]([NH:33][C:34]([O:36][C:37]([CH3:40])([CH3:39])[CH3:38])=[O:35])[C:26]2=[O:41])=[O:23])([C:9]1[CH:14]=[CH:13][CH:12]=[CH:11][CH:10]=1)[C:15]1[CH:16]=[CH:17][CH:18]=[CH:19][CH:20]=1. Procedure: 1-Dimethylamino-1-methoxyethylene (218 g) is added dropwise, in the course of 55 minutes, to a solution of 2-benzhydryloxycarbonyl-7-t-butoxycarbonylamino-3-methyl-8-oxo-5-thia-1-azabicyclo[4.2.0]oct-2-ene (345 g) in anhydrous dimethylformamide (1,600 cc) at 80° C. This yields a solution of 2-benzhydryloxycarbonyl-7-t-butoxycarbonylamino-3-(2-dimethylaminoprop-1-en-1-yl)-8-oxo-5-thia-1-azabicyclo[4.2.0]oct-2-ene, which is poured into a stirred mixture of distilled water (2 liters), ice (2 kg) an...